From a dataset of the Open Reaction Database (ORD), a public repository of structured organic reaction records. describe an organic reaction: reactants, conditions, products, and yield Reactants: BrC1=CC=2C(C3=CC=CC=C3C2C=C1)(C)C (2-bromo-9,9-dimethyl-9H-fluorene), NC1=CC=2C(C3=CC=CC=C3C2C=C1)(C)C (2-amino-9,9-dimethyl-9H-fluorene), CC(C)([O-])C.[Na+] (sodium tert-butoxide). The reagents and catalysts are C1=CC=C(C=C1)P([C-]2C=CC=C2)C3=CC=CC=C3.C1=CC=C(C=C1)P([C-]2C=CC=C2)C3=CC=CC=C3.[Fe+2] (DPPF), C(C)(=O)[O-].[Pd+2].C(C)(=O)[O-] (palladium(II) acetate). Solvent: C1(=CC=CC=C1)C (toluene). Yields the product CC1(C2=CC=CC=C2C=2C=CC(=CC12)NC1=CC=2C(C3=CC=CC=C3C2C=C1)(C)C)C (Bis(9,9-dimethyl-9H-fluoren-2-yl)amine). As a reaction SMILES: Br[C:2]1[CH:14]=[CH:13][C:12]2[C:11]3[C:6](=[CH:7][CH:8]=[CH:9][CH:10]=3)[C:5]([CH3:16])([CH3:15])[C:4]=2[CH:3]=1.[NH2:17][C:18]1[CH:30]=[CH:29][C:28]2[C:27]3[C:22](=[CH:23][CH:24]=[CH:25][CH:26]=3)[C:21]([CH3:32])([CH3:31])[C:20]=2[CH:19]=1.CC(C)([O-])C.[Na+]>C1(C)C=CC=CC=1.C1C=CC(P(C2C=CC=CC=2)[C-]2C=CC=C2)=CC=1.C1C=CC(P(C2C=CC=CC=2)[C-]2C=CC=C2)=CC=1.[Fe+2].C([O-])(=O)C.[Pd+2].C([O-])(=O)C>[CH3:15][C:5]1([CH3:16])[C:4]2[CH:3]=[C:2]([NH:17][C:18]3[CH:30]=[CH:29][C:28]4[C:27]5[C:22](=[CH:23][CH:24]=[CH:25][CH:26]=5)[C:21]([CH3:32])([CH3:31])[C:20]=4[CH:19]=3)[CH:14]=[CH:13][C:12]=2[C:11]2[C:6]1=[CH:7][CH:8]=[CH:9][CH:10]=2 |f:2.3,5.6.7,8.9.10|. Procedure details: 81 g of 2-bromo-9,9-dimethyl-9H-fluorene (300 mmol), 93 g of 2-amino-9,9-dimethyl-9H-fluorene (444 mmol), 5 g of DPPF (9 mmol), 2 g of palladium(II) acetate and 86 g of sodium tert-butoxide (486 mmol) are heated at the boil for 18 h in 1.5 l of toluene under a protective-gas atmosphere. The mixture is subsequently partitioned between toluene and water, the organic phase is washed three times with water, dried over Na2SO4 and evaporated in a rotary evaporator. The residue which remains is recryst... Reported procedure: To a solution of 10 g (61.3 mmol) of 5-nitroindazole in DMF (100 mL) was added K2CO3 (12.7 g, 91.9 mmol) and PhCH2Br (7.29 mL, 61.3 mmol). The resulting mixture was stirred at RT for 3.5 days, then poured into 400 mL of water. The resulting slurry was filtered, rinsed once with water and dried in vacuo giving a beige solid. A 2.5 g portion of this crude material was purified by chromatography (SiO2, elution with 1:2 EtOAc-hexanes) giving 1-benzyl-5-nitro-1H-indazole and 2-benzyl-5-nitro-2H-indaz... Conditions: time 3.5 day. Product: C(C1=CC=CC=C1)N1N=CC2=CC(=CC=C12)[N+](=O)[O-] (1-benzyl-5-nitro-1H-indazole), C(C1=CC=CC=C1)N1N=C2C=CC(=CC2=C1)[N+](=O)[O-] (2-benzyl-5-nitro-2H-indazole). The reactants are O (water), [N+](=O)([O-])C=1C=C2C=NNC2=CC1 (5-nitroindazole), C(=O)([O-])[O-].[K+].[K+] (K2CO3), C1(=CC=CC=C1)CBr (PhCH2Br). Solvent: CN(C)C=O (DMF). RXN SMILES: [N+:1]([C:4]1[CH:5]=[C:6]2[C:10](=[CH:11][CH:12]=1)[NH:9][N:8]=[CH:7]2)([O-:3])=[O:2].C([O-])([O-])=O.[K+].[K+].[C:19]1([CH2:25]Br)[CH:24]=[CH:23][CH:22]=[CH:21][CH:20]=1.O>CN(C=O)C>[CH2:25]([N:9]1[C:10]2[C:6](=[CH:5][C:4]([N+:1]([O-:3])=[O:2])=[CH:12][CH:11]=2)[CH:7]=[N:8]1)[C:19]1[CH:24]=[CH:23][CH:22]=[CH:21][CH:20]=1.[CH2:25]([N:8]1[CH:7]=[C:6]2[C:10]([CH:11]=[CH:12][C:4]([N+:1]([O-:3])=[O:2])=[CH:5]2)=[N:9]1)[C:19]1[CH:24]=[CH:23][CH:22]=[CH:21][CH:20]=1 |f:1.2.3|. The reactants are OC1=NC2=CC=CC=C2N=C1 (2-Hydroxyquinoxaline). Solvent: P(=O)(Cl)(Cl)Cl (phosphorus oxychloride). Conditions: temperature 0 celsius. Yields the product N1(CCNCC1)C1=NC2=CC=CC=C2N=C1 (2-Piperazinylquinoxaline). Reaction SMILES: O[C:2]1[CH:11]=[N:10][C:9]2[C:4](=[CH:5][CH:6]=[CH:7][CH:8]=2)[N:3]=1>P(Cl)(Cl)(Cl)=O>[N:3]1([C:2]2[CH:11]=[N:10][C:9]3[C:4](=[CH:5][CH:6]=[CH:7][CH:8]=3)[N:3]=2)[CH2:4][CH2:9][NH:10][CH2:11][CH2:2]1. Reported procedure: 2-Hydroxyquinoxaline (1.5 g) is heated in phosphorus oxychloride (10 mL) for 12 h. after which the reaction is concentrated and the residue partitioned between methylene chloride and 1 N NaOH. The resulting crude chloride is taken up in toluene (10 mL) and this solution is then added dropwise to a refluxing solution of piperazine (5 g) in toluene (40 mL). The resulting solution is refluxed for an additional 24 h, cooled to 0° C. for 0.5 h, filtered and concentrated. The filtrate is extracted wit... The reactants are C(O)([O-])=O.[Na+] (sodium hydrogen carbonate), O.C1(=CC=C(C=C1)S(=O)(=O)O)C (p-toluenesulfonic acid monohydrate), O.C1(=CC=C(C=C1)S(=O)(=O)O)C (p-toluenesulfonic acid monohydrate), C(CO)O (ethylene glycol), SC(C(=O)O)(C)C (2-mercaptoisobutanoic acid), O.C1(=CC=C(C=C1)S(=O)(=O)O)C (p-toluenesulfonic acid monohydrate). Run in C1(=CC=CC=C1)C (toluene). Run at temperature 140 celsius, time 2 hour. The product is SC(C(=O)OCCOC(C(C)(C)S)=O)(C)C (Ethylene Glycol bis(2-mercaptoisobutyrate)). As a reaction SMILES: [CH2:1]([OH:4])[CH2:2][OH:3].[SH:5][C:6]([CH3:11])([CH3:10])[C:7]([OH:9])=O.O.C1(C)C=[CH:17][C:16]([S:19](O)(=O)=O)=[CH:15]C=1.[C:24](=[O:27])([O-])O.[Na+]>C1(C)C=CC=CC=1>[SH:19][C:16]([CH3:17])([CH3:15])[C:24]([O:3][CH2:2][CH2:1][O:4][C:7](=[O:9])[C:6]([SH:5])([CH3:11])[CH3:10])=[O:27] |f:2.3,4.5|. Procedure details: In a 200-ml eggplant-shaped flask were charged 3.72 g (60 mmol) of ethylene glycol, 15.86 g (132 mmol) of 2-mercaptoisobutanoic acid (manufactured by Yodo Chemical Co., Ltd.), 0.92 g (4.8 mmol) of p-toluenesulfonic acid monohydrate, and 60 g of toluene, and a Dean-Stark apparatus and a condenser tube were equipped thereto. While the contents being stirred, they were heated at an oil bath temperature of 140° C. After 2 hours from the start of the reaction, 0.92 g (4.8 mmol) of p-toluenesulfonic a... Starting materials: FC1=C(C(=CC=C1)F)C(=O)N=C=S (2,6-Difluoro-1-benzenecarbonyl isothiocyanate), FC1=C(C(=CC=C1)F)C(=O)Cl (2,6-difluoro-1-benzenecarbonyl chloride), ClC=1C=C(N)C=CC1OC1=CC=NC2=CC(=C(C=C12)OC)OC (3-Chloro-4-[(6,7-dimethoxy-4-quinolyl)oxy]aniline), C1(=CC=CC=C1)C (toluene). Solvent: C(C)O (ethanol), C(C)O (ethanol). Reaction conditions: time 2 hour. The product is FC1=C(C(=CC=C1)F)C(=O)N=C=S (2,6-Difluoro-1-benzenecarbonyl isothiocyanate), ClC=1C=C(C=CC1OC1=CC=NC2=CC(=C(C=C12)OC)OC)NC(=S)NC(C1=C(C=CC=C1F)F)=O (N-{3-Chloro-4-[(6,7-dimethoxy-4-quinolyl)oxy]phenyl}-N′-(2,6-difluorobenzoyl)thiourea). Isolated yield 74.0%. RXN SMILES: FC1C=CC=C(F)C=1C(Cl)=O.[F:12][C:13]1[CH:18]=[CH:17][CH:16]=[C:15]([F:19])[C:14]=1[C:20]([N:22]=[C:23]=[S:24])=[O:21].[Cl:25][C:26]1[CH:27]=[C:28]([CH:30]=[CH:31][C:32]=1[O:33][C:34]1[C:43]2[C:38](=[CH:39][C:40]([O:46][CH3:47])=[C:41]([O:44][CH3:45])[CH:42]=2)[N:37]=[CH:36][CH:35]=1)[NH2:29].C1(C)C=CC=CC=1>C(O)C>[F:12][C:13]1[CH:18]=[CH:17][CH:16]=[C:15]([F:19])[C:14]=1[C:20]([N:22]=[C:23]=[S:24])=[O:21].[Cl:25][C:26]1[CH:27]=[C:28]([NH:29][C:23]([NH:22][C:20](=[O:21])[C:14]2[C:13]([F:12])=[CH:18][CH:17]=[CH:16][C:15]=2[F:19])=[S:24])[CH:30]=[CH:31][C:32]=1[O:33][C:34]1[C:43]2[C:38](=[CH:39][C:40]([O:46][CH3:47])=[C:41]([O:44][CH3:45])[CH:42]=2)[N:37]=[CH:36][CH:35]=1. Procedure: 2,6-Difluoro-1-benzenecarbonyl isothiocyanate was prepared using commercially available 2,6-difluoro-1-benzenecarbonyl chloride (80 mg) as a starting compound according to the description of the literature. 2,6-Difluoro-1-benzenecarbonyl isothiocyanate was dissolved in ethanol (1 ml) to prepare a solution. 3-Chloro-4-[(6,7-dimethoxy-4-quinolyl)oxy]aniline (50 mg), toluene (5 ml), and ethanol (1 ml) were added to the solution, and the mixture was stirred at room temperature for 2 hr. The reaction... The reactants are ClC(Cl)(OC(OC(Cl)(Cl)Cl)=O)Cl (triphosgene), Cl.C(C)OC([C@@H](C[C@@H](CC1=CC=C(C=C1)C1=CC=CC=C1)N)C)=O ((2R,4S)-4-amino-5-biphenyl-4-yl-2-methyl-pentanoic acid ethyl ester hydrochloride), Cl.C(C)OC([C@@H](C[C@@H](CC1=CC=C(C=C1)C1=CC=CC=C1)N)C)=O ((2R,4S)-4-amino-5-biphenyl-4-yl-2-methyl-pentanoic acid ethyl ester hydrochloride). Run in C(Cl)Cl (methylene chloride). Run at time 15 minute. Yields the product C(C)OC([C@@H](C[C@@H](CC1=CC=C(C=C1)C1=CC=CC=C1)N=C=O)C)=O ((2R,4S)-5-biphenyl-4-yl-4-isocyanato-2-methyl-pentanoic acid ethyl ester). Reaction SMILES: Cl[C:2](Cl)([O:4]C(=O)OC(Cl)(Cl)Cl)Cl.Cl.[CH2:14]([O:16][C:17](=[O:36])[C@H:18]([CH3:35])[CH2:19][C@H:20]([NH2:34])[CH2:21][C:22]1[CH:27]=[CH:26][C:25]([C:28]2[CH:33]=[CH:32][CH:31]=[CH:30][CH:29]=2)=[CH:24][CH:23]=1)[CH3:15]>C(Cl)Cl>[CH2:14]([O:16][C:17](=[O:36])[C@H:18]([CH3:35])[CH2:19][C@H:20]([N:34]=[C:2]=[O:4])[CH2:21][C:22]1[CH:23]=[CH:24][C:25]([C:28]2[CH:33]=[CH:32][CH:31]=[CH:30][CH:29]=2)=[CH:26][CH:27]=1)[CH3:15] |f:1.2|. Reported procedure: To a vigorously stirred 1:1 mixture of methylene chloride/8% aqueous NaHCO3 (30 mL) at 0° C. is added triphosgene (114 mg, 0.384 mmol). After stirring the mixture at 0° C. for 5 minutes, (2R,4S)-4-amino-5-biphenyl-4-yl-2-methyl-pentanoic acid ethyl ester hydrochloride (Intermediate 29: 400 mg, 1.15 mmol) is added and stirring is continued for 15 minutes. The organic phase is separated and dried over sodium sulfate. The solvent is removed under reduced pressure to furnish (2R,4S)-5-biphenyl-4-yl-...